From a dataset of the Open Reaction Database (ORD), a public repository of structured organic reaction records. describe an organic reaction: reactants, conditions, products, and yield Starting materials: CC1(C(CCC1)NC(C1=C(C=CC=C1)N1N=CC=N1)=O)NC1=NC=C(N=C1)C(F)(F)F (N-(2-Methyl-2-{[5-(trifluoromethyl)pyrazin-2-yl]amino}cyclopentyl)-2-(2H-1,2,3-triazol-2-yl)benzamide), ClC1=NC=C(N=C1)C(F)(F)F (2-chloro-5-(trifluoromethyl)pyrazine), Cl.NC1(C(CCC1)NC(C1=C(C=CC=C1)N1N=CC=N1)=O)C (N-(2-amino-2-methylcyclopentyl)-2-(2H-1,2,3-triazol-2-yl)benzamide hydrochloride), Cl.NC1(C(CCC1)NC(C1=C(C=CC=C1)N1N=CC=N1)=O)C (N-(2-amino-2-methylcyclopentyl)-2-(2H-1,2,3-triazol-2-yl)benzamide hydrochloride). Yields the product C[C@@]1([C@@H](CCC1)NC(C1=C(C=CC=C1)N1N=CC=N1)=O)NC1=NC=C(N=C1)C(F)(F)F (N-[(1R,2R)-2-Methyl-2-{[5-(trifluoromethyl)pyrazin-2-yl]amino}cyclopentyl]-2-(2H-1,2,3-triazol-2-yl)benzamide). As a reaction SMILES: [CH3:1][C:2]1([NH:21][C:22]2[CH:27]=[N:26][C:25]([C:28]([F:31])([F:30])[F:29])=[CH:24][N:23]=2)[CH2:6][CH2:5][CH2:4][CH:3]1[NH:7][C:8](=[O:20])[C:9]1[CH:14]=[CH:13][CH:12]=[CH:11][C:10]=1[N:15]1[N:19]=[CH:18][CH:17]=[N:16]1.Cl.NC1(C)CCCC1NC(=O)C1C=CC=CC=1N1N=CC=N1.ClC1C=NC(C(F)(F)F)=CN=1>>[CH3:1][C@@:2]1([NH:21][C:22]2[CH:27]=[N:26][C:25]([C:28]([F:30])([F:29])[F:31])=[CH:24][N:23]=2)[CH2:6][CH2:5][CH2:4][C@H:3]1[NH:7][C:8](=[O:20])[C:9]1[CH:14]=[CH:13][CH:12]=[CH:11][C:10]=1[N:15]1[N:19]=[CH:18][CH:17]=[N:16]1 |f:1.2|. Procedure: Prepared according to the procedure for N-(2-methyl-2-{[5-(trifluoromethyl)pyrazin-2-yl]amino}cyclopentyl)-2-(2H-1,2,3-triazol-2-yl)benzamide (Example 82) from N-(2-amino-2-methylcyclopentyl)-2-(2H-1,2,3-triazol-2-yl)benzamide hydrochloride (Intermediate 26; 287 mg, 1.01 mmol) and 2-chloro-5-(trifluoromethyl)pyrazine (CAS number 799557-87-2; 202 mg, 1.11 mmol) except this was then chirally separated using SFC (Waters prep30/MS system using 20% Ethanol, column AY) to afford the title compound.